describe an organic reaction: reactants, conditions, products, and yield From a dataset of the Open Reaction Database (ORD), a public repository of structured organic reaction records. Reactants: CS(C)=O, CCOC(C)=O, [I-], [K+], O=N[O-], Nc1ccc(Cl)cc1O, [Na+], O, O, O=S(=O)(O)O. Yields the product Oc1cc(Cl)ccc1I. As a reaction SMILES: [CH3:16][S:17]([CH3:18])=[O:19].[CH3:27][CH2:28][O:29][C:30](=[O:31])[CH3:32].[I-:15].[K+:14].[N:10]([O-:11])=[O:12].[NH2:1][c:2]1[c:3]([OH:9])[cH:4][c:5]([Cl:8])[cH:6][cH:7]1.[Na+:13].[OH2:20].[OH2:26].[S:21](=[O:22])(=[O:23])([OH:24])[OH:25]>>[c:2]1([I:15])[c:3]([OH:9])[cH:4][c:5]([Cl:8])[cH:6][cH:7]1. Reactants: O (water), C(C1=CC=CC=C1)N1C[C@H](CC1)NC([C@H](C)NC(=O)OC(C)(C)C)=O (1-Benzyl 3 (S)-[2 (S)-(tert-butoxycarbonylamino)propionylamino]pyrrolidine), [H][H] (hydrogen). The reagents and catalysts are [OH-].[OH-].[Pd+2] (palladium hydroxide on charcoal). Solvent: CO (methanol). Yields the product C(C)(C)(C)OC(=O)N[C@H](C(=O)N[C@@H]1CNCC1)C (3-(S)-[2-(S) -(tert-butoxycarbonylamino)propionylamino]-pyrrolidine). The yield is 92.6%. As a reaction SMILES: C([N:8]1[CH2:12][CH2:11][C@H:10]([NH:13][C:14](=[O:25])[C@@H:15]([NH:17][C:18]([O:20][C:21]([CH3:24])([CH3:23])[CH3:22])=[O:19])[CH3:16])[CH2:9]1)C1C=CC=CC=1.O.[H][H]>CO.[OH-].[OH-].[Pd+2]>[C:21]([O:20][C:18]([NH:17][C@@H:15]([CH3:16])[C:14]([NH:13][C@H:10]1[CH2:11][CH2:12][NH:8][CH2:9]1)=[O:25])=[O:19])([CH3:24])([CH3:22])[CH3:23] |f:4.5.6|. Reported procedure: 1-Benzyl 3 (S)-[2 (S)-(tert-butoxycarbonylamino)propionylamino]pyrrolidine (21.3 g) was dissolved in methanol (250 mL), and hydrogenated over 20% palladium hydroxide on charcoal, 50% water wet (5.0 g) at 50 psig and 25° to 40° C. until the uptake of hydrogen ceased. The reaction was then filtered through celite to remove the catalyst and the residue rinsed with methanol (100 mL) and the combined filtrates concentrated under vacuum to give 3-(S)-[2-(S) -(tert-butoxycarbonylamino)propionylamino]-p... Reactants: ClC=1C=C(C(=C(C1)C1=CC2=C(C(CO2)NC(=O)C2(CC2)N)C=C1)C1=NOC(=N1)C)F (1-Amino-cyclopropanecarboxylic acid{(rac)-6-[5-chloro-3-fluoro-2-(5-methyl-[1,2,4]oxadiazol-3-yl)-phenyl]-2,3-dihydro-benzofuran-3-yl}-amide), COC1=NOC(=C1)C(=O)O (3-methoxy-isoxazole-5-carboxylic acid). The product is ClC=1C=C(C(=C(C1)C1=CC2=C(C(CO2)NC(=O)C2(CC2)NC(=O)C2=CC(=NO2)OC)C=C1)C1=NOC(=N1)C)F (3-Methoxy-isoxazole-5-carboxylic acid(1-{(rac)-6-[5-chloro-3-fluoro-2-(5-methyl-[1,2,4]oxadiazol-3-yl)-phenyl]-2,3-dihydro-benzofuran-3-ylcarbamoyl}-cyclopropyl)-amide). RXN SMILES: [Cl:1][C:2]1[CH:3]=[C:4]([F:30])[C:5]([C:24]2[N:28]=[C:27]([CH3:29])[O:26][N:25]=2)=[C:6]([C:8]2[CH:23]=[CH:22][C:11]3[CH:12]([NH:15][C:16]([C:18]4([NH2:21])[CH2:20][CH2:19]4)=[O:17])[CH2:13][O:14][C:10]=3[CH:9]=2)[CH:7]=1.[CH3:31][O:32][C:33]1[CH:37]=[C:36]([C:38](O)=[O:39])[O:35][N:34]=1>>[Cl:1][C:2]1[CH:3]=[C:4]([F:30])[C:5]([C:24]2[N:28]=[C:27]([CH3:29])[O:26][N:25]=2)=[C:6]([C:8]2[CH:23]=[CH:22][C:11]3[CH:12]([NH:15][C:16]([C:18]4([NH:21][C:38]([C:36]5[O:35][N:34]=[C:33]([O:32][CH3:31])[CH:37]=5)=[O:39])[CH2:20][CH2:19]4)=[O:17])[CH2:13][O:14][C:10]=3[CH:9]=2)[CH:7]=1. Procedure details: In analogy to the procedure described for the preparation of intermediate A-1 [B], 1-amino-cyclopropanecarboxylic acid{(rac)-6-[5-chloro-3-fluoro-2-(5-methyl-[1,2,4]oxadiazol-3-yl)-phenyl]-2,3-dihydro-benzofuran-3-yl}-amide (example 45) has been coupled with 3-methoxy-isoxazole-5-carboxylic acid to yield the title compound as light yellow oil. MS: 554.1 (MH+, 1Cl). The reactants are BrC=1N(C2=C(C=NN(C2=O)CC2=NC3=CC=CC=C3C(=N2)C)N1)CC#CC (2-bromo-3-(but-2-ynyl)-5-(4-methyl-quinazolin-2-ylmethyl)-3,5-dihydro-imidazo[4,5-d]pyridazin-4-one), N1CC(CCC1)NC(OC(C)(C)C)=O (tert-butyl piperidin-3-yl-carbamate), N1C[C@@H](CCC1)NC(OC(C)(C)C)=O (tert-butyl (R)-piperidin-3-yl-carbamate), C([O-])([O-])=O.[Na+].[Na+] (sodium carbonate). Run in CS(=O)C (dimethylsulphoxide), O (water). Run at temperature 80 celsius, time 3 hour. Yields the product C(C#CC)N1C(=NC2=C1C(N(N=C2)CC2=NC1=CC=CC=C1C(=N2)C)=O)N2C[C@@H](CCC2)NC(OC(C)(C)C)=O (tert-butyl (R)-{1-[1-(but-2-ynyl)-6-(4-methyl-quinazolin-2-ylmethyl)-7-oxo-6,7-dihydro-1H-imidazo[4,5-d]pyridazin-2-yl]-piperidin-3-yl}-carbamate). As a reaction SMILES: Br[C:2]1[N:3]([CH2:24][C:25]#[C:26][CH3:27])[C:4]2[C:9](=[O:10])[N:8]([CH2:11][C:12]3[N:21]=[C:20]([CH3:22])[C:19]4[C:14](=[CH:15][CH:16]=[CH:17][CH:18]=4)[N:13]=3)[N:7]=[CH:6][C:5]=2[N:23]=1.[NH:28]1[CH2:33][CH2:32][CH2:31][C@@H:30]([NH:34][C:35](=[O:41])[O:36][C:37]([CH3:40])([CH3:39])[CH3:38])[CH2:29]1.C(=O)([O-])[O-].[Na+].[Na+].N1CCCC(NC(=O)OC(C)(C)C)C1>CS(C)=O.O>[CH2:24]([N:3]1[C:4]2[C:9](=[O:10])[N:8]([CH2:11][C:12]3[N:21]=[C:20]([CH3:22])[C:19]4[C:14](=[CH:15][CH:16]=[CH:17][CH:18]=4)[N:13]=3)[N:7]=[CH:6][C:5]=2[N:23]=[C:2]1[N:28]1[CH2:33][CH2:32][CH2:31][C@@H:30]([NH:34][C:35](=[O:41])[O:36][C:37]([CH3:39])([CH3:38])[CH3:40])[CH2:29]1)[C:25]#[C:26][CH3:27] |f:2.3.4|. Procedure: A solution of 240 mg (0.57 mmol) 2-bromo-3-(but-2-ynyl)-5-(4-methyl-quinazolin-2-ylmethyl)-3,5-dihydro-imidazo[4,5-d]pyridazin-4-one and 140 mg (0.70 mmol) tert-butyl (R)-piperidin-3-yl-carbamate in 4 ml dimethylsulphoxide was combined with 95 mg (0.90 mmol) sodium carbonate and stirred for 3 h at 80° C. Then another 50 mg tert-butyl piperidin-3-yl-carbamate was added and the mixture was stirred for a further 2 h at 80° C. After cooling to ambient temperature the mixture was combined with 10 ml ... The reactants are C(C)(C)(C)OC(=O)N1[C@@H](C[C@H](C1)OC)C(=O)OC ((2S,4R)-1-tertbutoxycarbonyl-2-methoxycarbonyl-4-methoxy pyrrolidine), Cl.O1CCOCC1 (HCl dioxane). The product is Cl.CO[C@@H]1C[C@H](NC1)C(=O)OC ((2S,4R)-methyl 4-methoxypyrrolidine-2-carboxylate hydrochloride). Reaction SMILES: C(OC([N:8]1[CH2:12][C@H:11]([O:13][CH3:14])[CH2:10][C@H:9]1[C:15]([O:17][CH3:18])=[O:16])=O)(C)(C)C.[ClH:19].O1CCOCC1>>[ClH:19].[CH3:14][O:13][C@H:11]1[CH2:12][NH:8][C@H:9]([C:15]([O:17][CH3:18])=[O:16])[CH2:10]1 |f:1.2,3.4|. Procedure details: A solution of (2S,4R)-1-tertbutoxycarbonyl-2-methoxycarbonyl-4-methoxy pyrrolidine (9 g, 34.74 mmol) in 4 M HCl-dioxane (13 mL) was stirred at RT overnight. The reaction mixture was concentrated to dryness, washed with hexane followed by ether and dried under vacuum to afford (2S,4R)-methyl 4-methoxypyrrolidine-2-carboxylate hydrochloride (6 g).